This data is from the Open Reaction Database (ORD), a public repository of structured organic reaction records. The task is: describe an organic reaction: reactants, conditions, products, and yield Product: Cl.[N+](=O)([O-])C1=C(C=CC=C1)C1=CC=C(O1)C(CCN1CCCCC1)=O (1-[5-(2-Nitrophenyl)-2-furanyl]-3-(1-piperidinyl)-1-propanone Hydrochloride). As a reaction SMILES: [ClH:1].[NH:2]1[CH2:7][CH2:6][CH2:5][CH2:4][CH2:3]1.[CH3:8][C:9]([C:11]1[O:12][C:13]([C:16]2[CH:21]=[CH:20][CH:19]=[CH:18][C:17]=2[N+:22]([O-:24])=[O:23])=[CH:14][CH:15]=1)=[O:10].[CH2:25]=O>CCOCC.C(O)CCC>[ClH:1].[N+:22]([C:17]1[CH:18]=[CH:19][CH:20]=[CH:21][C:16]=1[C:13]1[O:12][C:11]([C:9](=[O:10])[CH2:8][CH2:25][N:2]2[CH2:7][CH2:6][CH2:5][CH2:4][CH2:3]2)=[CH:15][CH:14]=1)([O-:24])=[O:23] |f:6.7|. Solvent: C(CCC)O (n-butanol), CCOCC (ether). Reactants: Cl (HCl), Cl (HCl), C=O (paraformaldehyde), N1CCCCC1 (piperidine), CC(=O)C=1OC(=CC1)C1=C(C=CC=C1)[N+](=O)[O-] (5-(o-nitrophenyl)-2-furyl methyl ketone), product. Reported procedure: Concentrated HCl (16 ml.) is added to a stirred solution of 17 g. (0.20 mole) of piperidine in 100 ml. of n-butanol. To this solution is added 23 g. (0.10 mole) of 5-(o-nitrophenyl)-2-furyl methyl ketone and 6.0 g. (0.20 mole) of paraformaldehyde. The solution is heated under reflux for 3 hr. and the solvent is removed on a rotary evaporator. The residual semi-solid is partitioned between ether and water, the layers are separated, and the ether layer is dried over MgSO4. The solvent is removed o... Product: C=C(OC(C)(C)C)O[Si](C)(C)C(C)(C)C. RXN SMILES: [C:19]([CH3:20])(=[O:21])[O:22][C:23]([CH3:24])([CH3:25])[CH3:26].[C:27]([CH3:28])([CH3:29])([CH3:30])[Si:31]([Cl:32])([CH3:33])[CH3:34].[CH3:13][CH2:14][CH2:15][CH2:16][CH2:17][CH3:18].[CH3:40][N:41]([CH3:42])[P:43]([N:44]([CH3:45])[CH3:46])([N:47]([CH3:48])[CH3:49])=[O:50].[CH3:8][CH2:9][CH2:10][CH2:11][Li:12].[CH:1]([NH:2][CH:3]([CH3:4])[CH3:5])([CH3:6])[CH3:7].[O:35]1[CH2:36][CH2:37][CH2:38][CH2:39]1>>[C:19](=[CH2:20])([O:21][Si:31]([C:27]([CH3:28])([CH3:29])[CH3:30])([CH3:33])[CH3:34])[O:22][C:23]([CH3:24])([CH3:25])[CH3:26]. The reactants are CC(=O)OC(C)(C)C, CC(C)(C)[Si](C)(C)Cl, CCCCCC, CN(C)P(=O)(N(C)C)N(C)C, [Li]CCCC, CC(C)NC(C)C, C1CCOC1. The reactants are COC=1C=C(C=C(C1)OC)O (3,5-dimethoxyphenol), BrCC(=O)C=1C(=NC(=CC1)OC)OC (2-bromo-1-(2,6-dimethoxypyridin-3-yl)ethanone). Yields the product COC1=NC(=CC=C1C=1OC=2C(C1)=C(C=C(C2)O)O)OC (2-(2,6-dimethoxypyridin-3-yl)benzofuran-4,6-diol). Yield: 47.0%. Reaction SMILES: C[O:2][C:3]1[CH:4]=[C:5](O)[CH:6]=[C:7]([O:9]C)[CH:8]=1.Br[CH2:13][C:14]([C:16]1[C:17]([O:24][CH3:25])=[N:18][C:19]([O:22][CH3:23])=[CH:20][CH:21]=1)=[O:15]>>[CH3:25][O:24][C:17]1[C:16]([C:14]2[O:15][C:5]3[C:6](=[C:7]([OH:9])[CH:8]=[C:3]([OH:2])[CH:4]=3)[CH:13]=2)=[CH:21][CH:20]=[C:19]([O:22][CH3:23])[N:18]=1. Reported procedure: This compound was prepared using Method A from 3,5-dimethoxyphenol and 2-bromo-1-(2,6-dimethoxypyridin-3-yl)ethanone: Yield 47% following procedures A.2 and A.5; m.p. 97° C. (dec.); IR 3434, 2958, 1587, 1471, 1319, 1265, 1084, 1020 cm−1; 1H-NMR (500 MHz, δ ppm, DMSO-d6) 9.77 (s, 1H), 9.30 (s, 1H), 8.07 (d, J=8.3 Hz, 1H), 7.13 (s, 1H), 6.51 (d, J=8.3 Hz, 1H), 6.40 (s, 1H), 6.16 (s, 1H), 4.08 (s, 3H), 3.92 (s, 3H); 13C-NMR (126 MHz, δ ppm, CD3OD) 163.3, 159.7, 157.8, 157.5, 152.3, 149.5, 138.2, 11...